From a dataset of the Open Reaction Database (ORD), a public repository of structured organic reaction records. describe an organic reaction: reactants, conditions, products, and yield Procedure details: The title compound was prepared in analogy to Example 1, replacing (2-amino-4,5-difluoro-phenyl)-carbamic acid tert-butyl ester with (2-amino-4-chloro-5-fluoro-phenyl)-carbamic acid tert-butyl ester (([CAS RN 579474-50-3]), Example 47), cyclohexanecarbaldehyde with tetrahydro-2H-thiopyran-4-acetaldehyde ([CAS RN 372159-78-9]), (3-chloro-phenyl)-acetic acid with DL-α-methoxyphenylacetic acid ([CAS RN 7021-09-2]) and cyclohexyl isocyanide with cyclopentyl isocyanide ([CAS RN 68498-54-4]). MS (ISP)... Reactants: COC(C1=CC=CC=C1)C(=O)O (DL-α-methoxyphenylacetic acid), C(C1=CC=CC=C1)C1=NC2=C(N1C(C(=O)NC1CCCCC1)C1CCCCC1)C=C(C(=C2)F)Cl (2-(2-Benzyl-6-chloro-5-fluoro-benzoimidazol-1-yl)-2,N-dicyclohexyl-acetamide), ClC=1C=C(C=CC1)CC(=O)O ((3-chloro-phenyl)-acetic acid), C1(CCCC1)[N+]#[C-] (cyclopentyl isocyanide), C1(CCCCC1)C=O (cyclohexanecarbaldehyde), S1CCC(CC1)CC=O (tetrahydro-2H-thiopyran-4-acetaldehyde), C1(CCCCC1)[N+]#[C-] (cyclohexyl isocyanide). The product is ClC=1C(=CC2=C(N(C(=N2)C(C2=CC=CC=C2)OC)C(C(=O)NC2CCCC2)CC2CCSCC2)C1)F (2-[6-Chloro-5-fluoro-2-(methoxy-phenyl-methyl)-benzoimidazol-1-yl]-N-cyclopentyl-3-(tetrahydro-thiopyran-4-yl)-propionamide). RXN SMILES: [CH2:1]([C:8]1[N:12]([CH:13](C2CCCCC2)[C:14]([NH:16][CH:17]2C[CH2:21][CH2:20][CH2:19][CH2:18]2)=[O:15])[C:11]2[CH:29]=[C:30]([Cl:34])[C:31]([F:33])=[CH:32][C:10]=2[N:9]=1)C1C=CC=CC=1.[CH:35]1(C=O)[CH2:40][CH2:39][CH2:38][CH2:37][CH2:36]1.[S:43]1[CH2:48][CH2:47][CH:46]([CH2:49]C=O)[CH2:45][CH2:44]1.ClC1C=C(C[C:60](O)=[O:61])C=CC=1.COC(C(O)=O)C1C=CC=CC=1.C1([N+]#[C-])CCCCC1.C1([N+]#[C-])CCCC1>>[Cl:34][C:30]1[C:31]([F:33])=[CH:32][C:10]2[N:9]=[C:8]([CH:1]([O:61][CH3:60])[C:35]3[CH:36]=[CH:37][CH:38]=[CH:39][CH:40]=3)[N:12]([CH:13]([CH2:49][CH:46]3[CH2:47][CH2:48][S:43][CH2:44][CH2:45]3)[C:14]([NH:16][CH:17]3[CH2:21][CH2:20][CH2:19][CH2:18]3)=[O:15])[C:11]=2[CH:29]=1. Starting materials: ClCCl, C=C(C)Cn1c(=O)oc2ccccc21, O=C(OO)c1cccc(Cl)c1. Product: CC1(Cn2c(=O)oc3ccccc32)CO1. As a reaction SMILES: [CH2:26]([Cl:27])[Cl:28].[CH3:12][C:13]([CH2:14][n:15]1[c:16](=[O:24])[o:17][c:18]2[c:19]1[cH:20][cH:21][cH:22][cH:23]2)=[CH2:25].[Cl:1][c:2]1[cH:3][cH:4][cH:5][c:6]([C:7]([O:8][OH:10])=[O:9])[cH:11]1>>[O:9]1[CH2:12][C:13]1([CH2:14][n:15]1[c:16](=[O:24])[o:17][c:18]2[c:19]1[cH:20][cH:21][cH:22][cH:23]2)[CH3:25]. Reactants: ClC=1C(NC2=CC=C(C=C2N1)C(=O)OC)=O (methyl 3-chloro-2-oxo-1,2-dihydroquinoxaline-6-carboxylate), CC1NCCCC1 (2-methylpiperidine), CCN(C(C)C)C(C)C (DIEA). Solvent: CS(=O)C (DMSO). Run at temperature 80 celsius, time 2 hour. Yields the product CC1N(CCCC1)C=1C(NC2=CC=C(C=C2N1)C(=O)OC)=O (methyl 3-(2-methylpiperidin-1-yl)-2-oxo-1,2-dihydroquinoxaline-6-carboxylate). Yield: 68.7%. RXN SMILES: Cl[C:2]1[C:3](=[O:16])[NH:4][C:5]2[C:10]([N:11]=1)=[CH:9][C:8]([C:12]([O:14][CH3:15])=[O:13])=[CH:7][CH:6]=2.[CH3:17][CH:18]1[CH2:23][CH2:22][CH2:21][CH2:20][NH:19]1.CCN(C(C)C)C(C)C>CS(C)=O>[CH3:17][CH:18]1[CH2:23][CH2:22][CH2:21][CH2:20][N:19]1[C:2]1[C:3](=[O:16])[NH:4][C:5]2[C:10]([N:11]=1)=[CH:9][C:8]([C:12]([O:14][CH3:15])=[O:13])=[CH:7][CH:6]=2. Reported procedure: To a solution of methyl 3-chloro-2-oxo-1,2-dihydroquinoxaline-6-carboxylate (600 mg, 2.51 mmol) in DMSO (10 ml) was added 2-methylpiperidine (500 mg, 5.04 mmol) and DIEA (650 mg, 5.03 mmol). The resulting solution was stirred at 80° C. for 2 hours and then quenched by water (50 ml). The solids were collected by filtration to afford methyl 3-(2-methylpiperidin-1-yl)-2-oxo-1,2-dihydroquinoxaline-6-carboxylate as a light yellow solid (520 mg, 69%). The product is COc1nc(NC(=O)NS(=O)(=O)c2cccc3c2CCCC3)nc(OC)n1. As a reaction SMILES: [CH2:28]([Cl:29])[Cl:30].[NH2:1][c:2]1[n:3][c:4]([O:10][CH3:11])[n:5][c:6]([O:8][CH3:9])[n:7]1.[c:12]1([S:22](=[O:23])(=[O:24])[N:25]=[C:26]=[O:27])[cH:13][cH:14][cH:15][c:16]2[c:21]1[CH2:20][CH2:19][CH2:18][CH2:17]2>>[NH:1]([c:2]1[n:3][c:4]([O:10][CH3:11])[n:5][c:6]([O:8][CH3:9])[n:7]1)[C:26]([NH:25][S:22]([c:12]1[cH:13][cH:14][cH:15][c:16]2[c:21]1[CH2:20][CH2:19][CH2:18][CH2:17]2)(=[O:23])=[O:24])=[O:27]. Reactants: ClCCl, COc1nc(N)nc(OC)n1, O=C=NS(=O)(=O)c1cccc2c1CCCC2. The reactants are O=C1CCC(=O)N1Br, O=C(OOC(=O)c1ccccc1)c1ccccc1, ClC(Cl)(Cl)Cl, Cc1ccc(-c2ccsc2)cc1. The product is BrCc1ccc(-c2ccsc2)cc1. RXN SMILES: [Br:13][N:14]1[C:15](=[O:16])[CH2:17][CH2:18][C:19]1=[O:20].[C:21]([O:22][O:23][C:24](=[O:25])[c:26]1[cH:27][cH:28][cH:29][cH:30][cH:31]1)(=[O:32])[c:33]1[cH:34][cH:35][cH:36][cH:37][cH:38]1.[C:39]([Cl:40])([Cl:41])([Cl:42])[Cl:43].[s:1]1[cH:2][c:3](-[c:6]2[cH:7][cH:8][c:9]([CH3:12])[cH:10][cH:11]2)[cH:4][cH:5]1>>[s:1]1[cH:2][c:3](-[c:6]2[cH:7][cH:8][c:9]([CH2:12][Br:13])[cH:10][cH:11]2)[cH:4][cH:5]1. Yields the product C(C)C=1NC2=C(N1)C=C(C=C2C)C (2-ethyl-4,6-dimethylbenzimidazole). Procedure: [step 1] (Z)-2-[8-(2-Cyclopropyl-4-methylbenzimidazol-1-yl)methyl-6,11-dihydrodibenzo[b,e]oxepin-11-ylidene]propiononitrile (764 mg, 89%) was obtained in the same manner as in step 1 of Example 140, using 2-cyclopropyl-4-methylbenzimidazole (342 mg, 1.98 mmol), obtained in Reference Example 28, instead of 2-ethyl-4,6-dimethylbenzimidazole. Reactants: C1(CC1)C1=NC2=C(N1CC1=CC3=C(/C(/C4=C(OC3)C=CC=C4)=C(/C#N)\C)C=C1)C=CC=C2C ((Z)-2-[8-(2-Cyclopropyl-4-methylbenzimidazol-1-yl)methyl-6,11-dihydrodibenzo[b,e]oxepin-11-ylidene]propiononitrile), C1(CC1)C=1NC2=C(N1)C=CC=C2C (2-cyclopropyl-4-methylbenzimidazole). Reaction SMILES: [CH:1]1([C:4]2[N:8](CC3C=CC4/C(=C(\C)/C#N)/C5C=CC=CC=5OCC=4C=3)[C:7]3[CH:29]=[CH:30][CH:31]=[C:32]([CH3:33])[C:6]=3[N:5]=2)[CH2:3]C1.[CH:34]1(C2NC3C(C)=CC=CC=3N=2)CC1>>[CH2:1]([C:4]1[NH:5][C:6]2[C:32]([CH3:33])=[CH:31][C:30]([CH3:34])=[CH:29][C:7]=2[N:8]=1)[CH3:3]. Reactants: CC1=C(C#N)C=CC(=C1)C1=NNC=C1 (2-Methyl-4-(1H-pyrazol-3-yl)benzonitrile), BrC[C@H](C)N1C(C2=CC=CC=C2C1=O)=O ((S)-2-(1-bromopropan-2-yl)isoindoline-1,3-dione). Yields the product O=C1N(C(C2=CC=CC=C12)=O)[C@H](CN1N=C(C=C1)C1=CC(=C(C#N)C=C1)C)C ((S)-4-(1-(2-(1,3-dioxoisoindolin-2-yl)propyl)-1H-pyrazol-3-yl)-2-methylbenzonitrile). Yield: 25.4%. Reaction SMILES: [CH3:1][C:2]1[CH:9]=[C:8]([C:10]2[CH:14]=[CH:13][NH:12][N:11]=2)[CH:7]=[CH:6][C:3]=1[C:4]#[N:5].Br[CH2:16][C@@H:17]([N:19]1[C:27](=[O:28])[C:26]2[C:21](=[CH:22][CH:23]=[CH:24][CH:25]=2)[C:20]1=[O:29])[CH3:18]>>[O:29]=[C:20]1[C:21]2[C:26](=[CH:25][CH:24]=[CH:23][CH:22]=2)[C:27](=[O:28])[N:19]1[C@@H:17]([CH3:18])[CH2:16][N:12]1[CH:13]=[CH:14][C:10]([C:8]2[CH:7]=[CH:6][C:3]([C:4]#[N:5])=[C:2]([CH3:1])[CH:9]=2)=[N:11]1. Procedure: 2-Methyl-4-(1H-pyrazol-3-yl)benzonitrile (2.35 g, 12.2 mmol) was reacted with (S)-2-(1-bromopropan-2-yl)isoindoline-1,3-dione (3.61 g, 13.5 mmol) using the method of Example 27(a). Crude product was purified by chromatography (CombiFlash, silica column, eluent: 0-100% EtOAc/heptane) to yield 1.15 g (25%) of the title compound. 1H-NMR (400 MHz; CDCl3): δ 1.59 (d, 3H), 2.47 (s, 3H), 4.41 (m, 1H), 4.83 (m, 2H), 6.46 (d, 1H), 7.39 (m, 2H), 7.47 (m, 2H), 7.69 (m, 2H), 7.78 (m, 2H).